This data is from the Open Reaction Database (ORD), a public repository of structured organic reaction records. The task is: describe an organic reaction: reactants, conditions, products, and yield Starting materials: CO, CCOC(=O)COCCN=[N+]=[N-], [Na+], [OH-]. Yields the product [N-]=[N+]=NCCOCC(=O)O. Reaction SMILES: [CH3:15][OH:16].[N:1](=[N+:2]=[N-:3])[CH2:4][CH2:5][O:6][CH2:7][C:8](=[O:9])[O:10][CH2:11][CH3:12].[Na+:14].[OH-:13]>>[N:1](=[N+:2]=[N-:3])[CH2:4][CH2:5][O:6][CH2:7][C:8](=[O:9])[OH:10]. Starting materials: C(C=C)OC(=O)N1COC([C@]12[C@@H]1[C@H]([C@@H]1C[C@@H]2F)C(=O)O)=O ((1S,2S,3S,5R,6S)-3′-((Allyloxy)carbonyl)-3-fluoro-5′-oxospiro[bicyclo[3.1.0]hexan-2,4′-oxazolidine]-6-carboxylic acid), ( 4 ), CC12CC3(CC(CC(C1)(C3)C)C2)C(=O)OC(C)Cl (1-chloroethyl 3,5-dimethyladamantane-1-carboxylate), ( 3 ). Product: N[C@@]1([C@@H]2[C@H]([C@@H]2C[C@@H]1F)C(=O)OCCOC(=O)C12CC3(CC(CC(C1)C3)(C2)C)C)C(=O)O ((1S,2S,3S,5R,6S)-2-Amino-6-(((3,5-dimethyladamantane-1-carbonyl)oxy)ethoxy)carbonyl-3-fluorobicyclo[3.1.0]hexane-2-carboxylic acid). Yield: 9.6%. As a reaction SMILES: C(OC([N:7]1[C@:11]2([C@@H:16]([F:17])[CH2:15][C@@H:14]3[C@H:12]2[C@H:13]3[C:18]([OH:20])=[O:19])[C:10](=[O:21])[O:9]C1)=O)C=C.[CH3:22][C:23]12[CH2:33][CH:27]3[CH2:28][C:29]([CH3:32])([CH2:31][C:25]([C:34]([O:36][CH:37](Cl)[CH3:38])=[O:35])([CH2:26]3)[CH2:24]1)[CH2:30]2>>[NH2:7][C@@:11]1([C:10]([OH:9])=[O:21])[C@@H:16]([F:17])[CH2:15][C@@H:14]2[C@H:12]1[C@H:13]2[C:18]([O:20][CH2:38][CH2:37][O:36][C:34]([C:25]12[CH2:31][C:29]3([CH3:32])[CH2:28][CH:27]([CH2:33][C:23]([CH3:22])([CH2:30]3)[CH2:24]1)[CH2:26]2)=[O:35])=[O:19]. Reported procedure: (1S,2S,3S,5R,6S)-3′-((Allyloxy)carbonyl)-3-fluoro-5′-oxospiro[bicyclo[3.1.0]hexan-2,4′-oxazolidine]-6-carboxylic acid (A-1-2, 500 mg) and 1-chloroethyl 3,5-dimethyladamantane-1-carboxylate (A-5-1, 1.13 g) were treated in the same manner as in Example A-1 (3) and (4) to give the title compound (A-5, 70 mg) as a colorless solid. Reaction SMILES: [C:1]([O:5][C:6]([N:8]1[CH2:13][CH2:12][CH:11]([NH:14][C:15]2[CH:20]=[CH:19][C:18]([F:21])=[C:17]([F:22])[CH:16]=2)[CH2:10][CH2:9]1)=[O:7])([CH3:4])([CH3:3])[CH3:2].Cl[CH2:24][C:25]1[CH:30]=[CH:29][N:28]=[C:27]([C:31]2[CH:36]=[C:35]([O:37][CH3:38])[C:34]([O:39][CH3:40])=[C:33]([O:41][CH3:42])[CH:32]=2)[CH:26]=1>>[C:1]([O:5][C:6]([N:8]1[CH2:13][CH2:12][CH:11]([N:14]([C:15]2[CH:20]=[CH:19][C:18]([F:21])=[C:17]([F:22])[CH:16]=2)[CH2:24][C:25]2[CH:30]=[CH:29][N:28]=[C:27]([C:31]3[CH:36]=[C:35]([O:37][CH3:38])[C:34]([O:39][CH3:40])=[C:33]([O:41][CH3:42])[CH:32]=3)[CH:26]=2)[CH2:10][CH2:9]1)=[O:7])([CH3:4])([CH3:2])[CH3:3]. The reactants are C(C)(C)(C)OC(=O)N1CCC(CC1)NC1=CC(=C(C=C1)F)F (1-(tert-Butoxycarbonyl)-4-[(3,4-difluorophenyl)amino]piperidine), ClCC1=CC(=NC=C1)C1=CC(=C(C(=C1)OC)OC)OC (4-chloromethyl-2-(3,4,5-trimethoxyphenyl)pyridine). The product is C(C)(C)(C)OC(=O)N1CCC(CC1)N(CC1=CC(=NC=C1)C1=CC(=C(C(=C1)OC)OC)OC)C1=CC(=C(C=C1)F)F (1-(tert-Butoxycarbonyl)-4-[N-(3,4-difluorophenyl)-N-[[2-(3,4,5-trimethoxyphenyl)pyridin-4-yl]methyl]amino]piperidine). Procedure details: 1-(tert-Butoxycarbonyl)-4-[(3,4-difluorophenyl)amino]piperidine (625 mg) and 4-chloromethyl-2-(3,4,5-trimethoxyphenyl)pyridine (588 mg) was treated in the same manner as described in Example 9 to give light yellow amorphous of the title compound.